Dataset: the Open Reaction Database (ORD), a public repository of structured organic reaction records. Task: describe an organic reaction: reactants, conditions, products, and yield Reactants: BrB(Br)Br, CCCCc1c(C(=O)N(C)Cc2ccc3c(Br)c(OC)ccc3c2)c2ccccc2n1C, ClCCl, O. Product: CCCCc1c(C(=O)N(C)Cc2ccc3c(Br)c(O)ccc3c2)c2ccccc2n1C. As a reaction SMILES: [B:1]([Br:2])([Br:3])[Br:4].[Br:5][c:6]1[c:7]2[cH:8][cH:9][c:10]([CH2:18][N:19]([C:20](=[O:21])[c:22]3[c:23]([CH2:32][CH2:33][CH2:34][CH3:35])[n:24]([CH3:31])[c:25]4[cH:26][cH:27][cH:28][cH:29][c:30]34)[CH3:36])[cH:11][c:12]2[cH:13][cH:14][c:15]1[O:16][CH3:17].[CH2:38]([Cl:39])[Cl:40].[OH2:37]>>[Br:5][c:6]1[c:7]2[cH:8][cH:9][c:10]([CH2:18][N:19]([C:20](=[O:21])[c:22]3[c:23]([CH2:32][CH2:33][CH2:34][CH3:35])[n:24]([CH3:31])[c:25]4[cH:26][cH:27][cH:28][cH:29][c:30]34)[CH3:36])[cH:11][c:12]2[cH:13][cH:14][c:15]1[OH:16]. The reactants are CC(C)(C)OC(=O)N1CCC(N2CC(F)(F)C2)CC1, ClCCl, O=C(O)C(F)(F)F. Yields the product FC1(F)CN(C2CCNCC2)C1. As a reaction SMILES: [C:1]([O:2][C:3](=[O:4])[N:8]1[CH2:9][CH2:10][CH:11]([N:14]2[CH2:15][C:16]([F:18])([F:19])[CH2:17]2)[CH2:12][CH2:13]1)([CH3:5])([CH3:6])[CH3:7].[Cl:27][CH2:28][Cl:29].[F:20][C:21]([F:22])([F:23])[C:24]([OH:25])=[O:26]>>[NH:8]1[CH2:9][CH2:10][CH:11]([N:14]2[CH2:15][C:16]([F:18])([F:19])[CH2:17]2)[CH2:12][CH2:13]1. Starting materials: C1(=CC=CC=C1)\C=C/CCC(=O)OCC ((Z)-Ethyl 5-phenylpent-4-enoate), CC(C)C[AlH]CC(C)C (DIBAL). Procedure details: (Z)-Ethyl 5-phenylpent-4-enoate (1.600 g, 7.833 mmol) was taken up in dichloromethane (100 mL) under N2 and chilled to −78° C. DIBAL (1M in hexanes, 9 mL, 9.0 mmol) was added and the reaction mixture was stirred at −78° C. for 3 hours. The excess DIBAL was quenched with the slow addition of methanol (25 mL). The resulting solution was poured into a saturated solution of sodium/potassium tartarate (400 mL). Further hexane (150 mL) was added and the mixture was stirred at room temperature over nig... Conditions: temperature -78 celsius, time 3 hour. Solvent: ClCCl (dichloromethane). As a reaction SMILES: [C:1]1(/[CH:7]=[CH:8]\[CH2:9][CH2:10][C:11](OCC)=[O:12])[CH:6]=[CH:5][CH:4]=[CH:3][CH:2]=1.CC(C[AlH]CC(C)C)C>ClCCl>[C:1]1(/[CH:7]=[CH:8]\[CH2:9][CH2:10][CH:11]=[O:12])[CH:6]=[CH:5][CH:4]=[CH:3][CH:2]=1. The product is C1(=CC=CC=C1)\C=C/CCC=O ((Z)-5-phenylpent-4-enal). The solvent is Br (HBr), O (water). Product: NC1=NC=C2C(=N1)N(N=C2C2=CC(=C(C(=C2)F)O)F)C (4-(6-Amino-1-methyl-1H-pyrazolo[3,4-d]pyrimidin-3-yl)-2,6-difluoro-phenol). Reported procedure: 3-(3,5-Difluoro-4-methoxy-phenyl)-1-methyl-1H-pyrazolo[3,4-d]pyrimidin-6-ylamine (Example 98) (0.1 g, 0.342 mmol) is dissolved in 48% HBr in water (5 ml) and heated using microwave radiation at 120° C. for 30 minutes. Purification of the reaction mixture by preparative HPLC (water/acetonitrile, 0.1% TFA) affords the title compound as a white solid. As a reaction SMILES: [F:1][C:2]1[CH:3]=[C:4]([C:11]2[C:19]3[C:14](=[N:15][C:16]([NH2:20])=[N:17][CH:18]=3)[N:13]([CH3:21])[N:12]=2)[CH:5]=[C:6]([F:10])[C:7]=1[O:8]C>Br.O>[NH2:20][C:16]1[N:15]=[C:14]2[N:13]([CH3:21])[N:12]=[C:11]([C:4]3[CH:5]=[C:6]([F:10])[C:7]([OH:8])=[C:2]([F:1])[CH:3]=3)[C:19]2=[CH:18][N:17]=1. The reactants are FC=1C=C(C=C(C1OC)F)C1=NN(C2=NC(=NC=C21)N)C (3-(3,5-Difluoro-4-methoxy-phenyl)-1-methyl-1H-pyrazolo[3,4-d]pyrimidin-6-ylamine). The reactants are BrC=1C=C(C(=C(C(=O)O)C1)C)[N+](=O)[O-] (5-bromo-2-methyl-3-nitrobenzoic acid), CO (methanol). The product is BrC=1C=C(C(=C(C(=O)OC)C1)C)[N+](=O)[O-] (methyl 5-bromo-2-methyl-3-nitrobenzoate). Reaction SMILES: [Br:1][C:2]1[CH:3]=[C:4]([N+:12]([O-:14])=[O:13])[C:5]([CH3:11])=[C:6]([CH:10]=1)[C:7]([OH:9])=[O:8].[CH3:15]O>>[Br:1][C:2]1[CH:3]=[C:4]([N+:12]([O-:14])=[O:13])[C:5]([CH3:11])=[C:6]([CH:10]=1)[C:7]([O:9][CH3:15])=[O:8]. Procedure details: reacting 5-bromo-2-methyl-3-nitrobenzoic acid with methanol to form methyl 5-bromo-2-methyl-3-nitrobenzoate; Reactants: CCOC(=O)c1nc(O)ncc1C(C)=O, CCN(CC)c1ccccc1, O=P(Cl)(Cl)Cl. The product is CCOC(=O)c1nc(Cl)ncc1C(C)=O. As a reaction SMILES: [C:1]([CH3:2])(=[O:3])[c:4]1[c:5]([C:11](=[O:12])[O:13][CH2:14][CH3:15])[n:6][c:7]([OH:10])[n:8][cH:9]1.[CH2:21]([N:22]([CH2:23][CH3:24])[c:25]1[cH:26][cH:27][cH:28][cH:29][cH:30]1)[CH3:31].[P:16]([Cl:17])([Cl:18])([Cl:19])=[O:20]>>[C:1]([CH3:2])(=[O:3])[c:4]1[c:5]([C:11](=[O:12])[O:13][CH2:14][CH3:15])[n:6][c:7]([Cl:18])[n:8][cH:9]1. The reactants are N1=CC(=CC=C1)NC(OCC(Cl)(Cl)Cl)=O (2,2,2-trichloroethyl pyridin-3-ylcarbamate), C1(=CC=CC=C1)C=1C=CC(=NC1)N1CCNCC1 (1-(5-phenylpyridin-2-yl)piperazine), C(C)(C)N(CC)C(C)C (diisopropylethylamine), CS(=O)C (dimethylsulfoxide). The solvent is O (water). Product: C1(=CC=CC=C1)C=1C=CC(=NC1)N1CCN(CC1)C(=O)NC=1C=NC=CC1 (4-(5-Phenylpyridin-2-yl)-N-pyridin-3-ylpiperazine-1-carboxamide). The yield is 15.0%. As a reaction SMILES: [N:1]1[CH:6]=[CH:5][CH:4]=[C:3]([NH:7][C:8](=[O:15])OCC(Cl)(Cl)Cl)[CH:2]=1.[C:16]1([C:22]2[CH:23]=[CH:24][C:25]([N:28]3[CH2:33][CH2:32][NH:31][CH2:30][CH2:29]3)=[N:26][CH:27]=2)[CH:21]=[CH:20][CH:19]=[CH:18][CH:17]=1.C(N(C(C)C)CC)(C)C.CS(C)=O>O>[C:16]1([C:22]2[CH:23]=[CH:24][C:25]([N:28]3[CH2:33][CH2:32][N:31]([C:8]([NH:7][C:3]4[CH:2]=[N:1][CH:6]=[CH:5][CH:4]=4)=[O:15])[CH2:30][CH2:29]3)=[N:26][CH:27]=2)[CH:17]=[CH:18][CH:19]=[CH:20][CH:21]=1. Reported procedure: A solution of 2,2,2-trichloroethyl pyridin-3-ylcarbamate (235 mg, 0.872 mmol), 1-(5-phenylpyridin-2-yl)piperazine (200 mg, 0.872 mmol), diisopropylethylamine (0.3047 ml, 1.74 mmol) and dimethylsulfoxide (4 ml) was stirred at 70° C. for 12 hours, then the reaction solution was poured into water, and extracted with ethyl acetate. The extract was washed with water, and dried over anhydrous magnesium sulfate. The solvent was distilled away under reduce pressure, and the residue was recrystallized fr... The reactants are BrC=1C=C(C=2C=NN(C2C1)C1CC1)C(=O)NCC=1C(NC(=CC1C)C)=O (6-bromo-1-cyclopropyl-N-[(4,6-dimethyl-2-oxo-1,2-dihydro-3-pyridinyl)methyl]-1H-indazole-4-carboxamide), CN(CC1=CC=C(C=C1)B1OC(C(O1)(C)C)(C)C)C (N,N-dimethyl-1-[4-(4,4,5,5-tetramethyl-1,3,2-dioxaborolan-2-yl)phenyl]methanamine), P(=O)([O-])([O-])[O-].[K+].[K+].[K+] (potassium phosphate), O1CCOCC1 (1,4-dioxane). The reagents and catalysts are C1=CC=C(C=C1)P([C-]2C=CC=C2)C3=CC=CC=C3.C1=CC=C(C=C1)P([C-]2C=CC=C2)C3=CC=CC=C3.Cl[Pd]Cl.[Fe+2].C(Cl)Cl (PdCl2(dppf) CH2Cl2). Solvent: O (water), CCOC(=O)C (EtOAc). Run at temperature 100 celsius. The product is C1(CC1)N1N=CC=2C(=CC(=CC12)C1=CC=C(C=C1)CN(C)C)C(=O)NCC=1C(NC(=CC1C)C)=O (1-cyclopropyl-6-{4-[(dimethylamino)methyl]phenyl}-N-[(4,6-dimethyl-2-oxo-1,2-dihydro-3-pyridinyl)methyl]-1H-indazole-4-carboxamide). Reaction SMILES: Br[C:2]1[CH:3]=[C:4]([C:14]([NH:16][CH2:17][C:18]2[C:19](=[O:26])[NH:20][C:21]([CH3:25])=[CH:22][C:23]=2[CH3:24])=[O:15])[C:5]2[CH:6]=[N:7][N:8]([CH:11]3[CH2:13][CH2:12]3)[C:9]=2[CH:10]=1.[CH3:27][N:28]([CH3:45])[CH2:29][C:30]1[CH:35]=[CH:34][C:33](B2OC(C)(C)C(C)(C)O2)=[CH:32][CH:31]=1.P([O-])([O-])([O-])=O.[K+].[K+].[K+].O1CCOCC1>CCOC(C)=O.C1C=CC(P(C2C=CC=CC=2)[C-]2C=CC=C2)=CC=1.C1C=CC(P(C2C=CC=CC=2)[C-]2C=CC=C2)=CC=1.Cl[Pd]Cl.[Fe+2].C(Cl)Cl.O>[CH:11]1([N:8]2[C:9]3[CH:10]=[C:2]([C:33]4[CH:34]=[CH:35][C:30]([CH2:29][N:28]([CH3:45])[CH3:27])=[CH:31][CH:32]=4)[CH:3]=[C:4]([C:14]([NH:16][CH2:17][C:18]4[C:19](=[O:26])[NH:20][C:21]([CH3:25])=[CH:22][C:23]=4[CH3:24])=[O:15])[C:5]=3[CH:6]=[N:7]2)[CH2:13][CH2:12]1 |f:2.3.4.5,8.9.10.11.12|. Procedure details: To a 20 mL microwave vial containing a mixture of 6-bromo-1-cyclopropyl-N-[(4,6-dimethyl-2-oxo-1,2-dihydro-3-pyridinyl)methyl]-1H-indazole-4-carboxamide (0.070 g, 0.169 mmol), N,N-dimethyl-1-[4-(4,4,5,5-tetramethyl-1,3,2-dioxaborolan-2-yl)phenyl]methanamine (0.060 g, 0.202 mmol), and potassium phosphate (tribasic) (0.107 g, 0.506 mmol) were added 1,4-dioxane (2.0 mL) and water (0.5 mL). The suspension was stirred with degassing under N2 for 10 min. (emulsion), and then PdCl2(dppf)-CH2Cl2 adduct ...